Dataset: the Open Reaction Database (ORD), a public repository of structured organic reaction records. Task: describe an organic reaction: reactants, conditions, products, and yield Starting materials: ClC=1C(=NC=NC1Cl)N (5,6-dichloropyrimidin-4-amine), C(C)(C)(C)OC(N[C@@H]1CC[C@@H](CC1)N)=O (tert-butyl-(cis-4-aminocyclohexyl)carbamate), C1(=CC=CC=C1)NC(C1=CC=C(C=C1)B1OC(C(O1)(C)C)(C)C)=O (N-phenyl-4-(4,4,5,5-tetramethyl-1,3,2-dioxaborolan-2-yl)benzamide), C(C=C)(=O)Cl (acryloyl chloride). The product is C(C=C)(=O)N[C@H]1CC[C@H](CC1)NC1=NC=NC(=C1C1=CC=C(C(=O)NC2=CC=CC=C2)C=C1)N (4-(4-((cis-4-acrylamidocyclohexyl)amino)-6-aminopyrimidin-5-yl)-N-phenylbenzamide). RXN SMILES: Cl[C:2]1[C:3]([NH2:9])=[N:4][CH:5]=[N:6][C:7]=1Cl.C(O[C:15](=[O:24])[NH:16][C@H:17]1[CH2:22][CH2:21][C@@H:20]([NH2:23])[CH2:19][CH2:18]1)(C)(C)C.[C:25]1([NH:31][C:32](=[O:48])[C:33]2[CH:38]=[CH:37][C:36](B3OC(C)(C)C(C)(C)O3)=[CH:35][CH:34]=2)[CH:30]=[CH:29][CH:28]=[CH:27][CH:26]=1.[C:49](Cl)(=O)[CH:50]=C>>[C:15]([NH:16][C@@H:17]1[CH2:18][CH2:19][C@H:20]([NH:23][C:7]2[C:2]([C:36]3[CH:37]=[CH:38][C:33]([C:32]([NH:31][C:25]4[CH:30]=[CH:29][CH:28]=[CH:27][CH:26]=4)=[O:48])=[CH:34][CH:35]=3)=[C:3]([NH2:9])[N:4]=[CH:5][N:6]=2)[CH2:21][CH2:22]1)(=[O:24])[CH:49]=[CH2:50]. Procedure details: 4-(4-((cis-4-acrylamidocyclohexyl)amino)-6-aminopyrimidin-5-yl)-N-phenylbenzamide was prepared from 5,6-dichloropyrimidin-4-amine, tert-butyl-(cis-4-aminocyclohexyl)carbamate, N-phenyl-4-(4,4,5,5-tetramethyl-1,3,2-dioxaborolan-2-yl)benzamide, and acryloyl chloride using methods B, C, D, and E. HPLC: 100%. MS: m/z=457 [M+H]+.